The task is: describe an organic reaction: reactants, conditions, products, and yield. This data is from the Open Reaction Database (ORD), a public repository of structured organic reaction records. The reactants are CC(C)CCC[C@@H](C)[C@H]1CC[C@H]2[C@@H]3CCC4=CC(CC[C@]4(C)[C@H]3CC[C@]12C)=O (4-cholesten-3-one), C1COCCOCCOCCOCCOCCO1 (18-crown-6), CC(C)([O-])C.[K+] (potassium t-butoxide). Run in C1=CC=CC=C1 (benzene). The product is enol, CC(C)CCC[C@@H](C)[C@H]1CC[C@H]2[C@@H]3CCC4=CC(CC[C@]4(C)[C@H]3CC[C@]12C)=O (4-cholesten-3-one), C1COCCOCCOCCOCCOCCO1 (18-crown-6), [OH-].[K+] (potassium hydroxide). RXN SMILES: [CH3:1][CH:2]([CH2:4][CH2:5][CH2:6][C@H:7]([C@@H:9]1[C@:26]2([CH3:27])[C@H:12]([C@H:13]3[C@H:23]([CH2:24][CH2:25]2)[C@:21]2([CH3:22])[C:16](=[CH:17][C:18](=[O:28])[CH2:19][CH2:20]2)[CH2:15][CH2:14]3)[CH2:11][CH2:10]1)[CH3:8])[CH3:3].[CH2:29]1[O:46][CH2:45][CH2:44][O:43][CH2:42][CH2:41][O:40][CH2:39][CH2:38][O:37][CH2:36][CH2:35][O:34][CH2:33][CH2:32][O:31][CH2:30]1.CC(C)([O-:50])C.[K+:52]>C1C=CC=CC=1>[CH3:3][CH:2]([CH2:4][CH2:5][CH2:6][C@H:7]([C@@H:9]1[C@:26]2([CH3:27])[C@H:12]([C@H:13]3[C@H:23]([CH2:24][CH2:25]2)[C@:21]2([CH3:22])[C:16](=[CH:17][C:18](=[O:28])[CH2:19][CH2:20]2)[CH2:15][CH2:14]3)[CH2:11][CH2:10]1)[CH3:8])[CH3:1].[CH2:32]1[O:31][CH2:30][CH2:29][O:46][CH2:45][CH2:44][O:43][CH2:42][CH2:41][O:40][CH2:39][CH2:38][O:37][CH2:36][CH2:35][O:34][CH2:33]1.[OH-:50].[K+:52] |f:2.3,7.8|. Reported procedure: A solution of 2 parts 4-cholesten-3-one, 2 parts 18-crown-6 and 1.5 parts potassium t-butoxide in 400 parts benzene was stirred for 30 minutes at room temperature under an oxygen atmosphere and worked up in the usual manner. The product, 2-hydroxycholesta-1,4-dien-3-one, was purified by preparative TLC recrystallized from ligroin [M.P. 112.5-113.5] and identified by its spectral data: 1H NMR (CDCl3) δ 6.13 (s,H-4) 6.30 (s,H-1); MS (70 ev)m/e 398 (M+); IR (CHCl3): 3420, 1620, 1605 cm-1. The same ... RXN SMILES: [Br:13][CH2:14][C:15](=[O:16])[Cl:17].[C:7](=[O:8])([O-:9])[O-:10].[Cl:18][CH2:19][Cl:20].[K+:11].[K+:12].[o:1]1[n:2][c:3]([NH2:6])[cH:4][cH:5]1>>[o:1]1[n:2][c:3]([NH:6][C:15]([CH2:14][Br:13])=[O:16])[cH:4][cH:5]1. Product: O=C(CBr)Nc1ccon1. Starting materials: O=C(Cl)CBr, O=C([O-])[O-], ClCCl, [K+], [K+], Nc1ccon1. The reactants are ClC1=C(CO[C@@H]2CCC[C@@H](O2)COS(=O)(=O)C2=CC=C(C)C=C2)C=CC(=C1)Cl (cis-6-(2,4-dichlorobenzyloxy)-2-tosyloxymethyltetrahydropyran), [H-].[Na+] (sodium hydride), C1(=CC=CC=C1)C(CN1C=NC=C1)O (1-phenyl-2-(1-imidazolyl)ethanol). Run in CN(C=O)C (dimethylformamide), CN(C=O)C (dimethylformamide). Conditions: temperature 85 celsius. The product is ClC1=C(CO[C@@H]2CCC[C@@H](O2)COC(CN2C=NC=C2)C2=CC=CC=C2)C=CC(=C1)Cl (1-{cis-β-[6-(2,4-dichlorobenzyloxy)tetrahydropyran-2-ylmethoxy]phenethyl}imidazole). Yield: 35.5%. RXN SMILES: [C:1]1([CH:7]([OH:14])[CH2:8][N:9]2[CH:13]=[CH:12][N:11]=[CH:10]2)[CH:6]=[CH:5][CH:4]=[CH:3][CH:2]=1.[H-].[Na+].[Cl:17][C:18]1[CH:43]=[C:42]([Cl:44])[CH:41]=[CH:40][C:19]=1[CH2:20][O:21][C@H:22]1[O:27][C@@H:26]([CH2:28]OS(C2C=CC(C)=CC=2)(=O)=O)[CH2:25][CH2:24][CH2:23]1>CN(C)C=O>[Cl:17][C:18]1[CH:43]=[C:42]([Cl:44])[CH:41]=[CH:40][C:19]=1[CH2:20][O:21][C@H:22]1[O:27][C@@H:26]([CH2:28][O:14][CH:7]([C:1]2[CH:6]=[CH:5][CH:4]=[CH:3][CH:2]=2)[CH2:8][N:9]2[CH:13]=[CH:12][N:11]=[CH:10]2)[CH2:25][CH2:24][CH2:23]1 |f:1.2|. Procedure details: 1 ml of a dimethylformamide solution containing 23 mg of 1-phenyl-2-(1-imidazolyl)ethanol was heated at 50° C. for 30 minutes with 5 mg of 55% sodium hydride, and then 1 ml of a dimethylformamide solution containing 65 mg of cis-6-(2,4-dichlorobenzyloxy)-2-tosyloxymethyltetrahydropyran, prepared as described in Example 2(a), were added thereto. The mixture was heated at 85° C. for 3 hours and then the mixture was treated and the product purified essentially as described in (a) above, to give 20 ...